This data is from the Open Reaction Database (ORD), a public repository of structured organic reaction records. The task is: describe an organic reaction: reactants, conditions, products, and yield The reactants are [H][H] (hydrogen), FC1=CC=C(C=C1)C(CP(OCC)(=O)C(OCC)OCC)C[N+](=O)[O-] (ethyl 2-(4-fluorophenyl)-3-nitropropyl(diethoxymethyl)phosphinate), solution, N (ammonia). The reagents and catalysts are [Ni] (Raney Nickel). The solvent is C(C)O (ethanol), C(C)O (ethanol). The product is NCC(CP(OCC)(=O)C(OCC)OCC)C1=CC=C(C=C1)F (ethyl 3-amino-2-(4-fluorophenyl)propyl(diethoxymethyl)phosphinate). As a reaction SMILES: [F:1][C:2]1[CH:7]=[CH:6][C:5]([CH:8]([CH2:22][N+:23]([O-])=O)[CH2:9][P:10]([CH:15]([O:19][CH2:20][CH3:21])[O:16][CH2:17][CH3:18])(=[O:14])[O:11][CH2:12][CH3:13])=[CH:4][CH:3]=1.N.[H][H]>C(O)C.[Ni]>[NH2:23][CH2:22][CH:8]([C:5]1[CH:4]=[CH:3][C:2]([F:1])=[CH:7][CH:6]=1)[CH2:9][P:10]([CH:15]([O:19][CH2:20][CH3:21])[O:16][CH2:17][CH3:18])(=[O:14])[O:11][CH2:12][CH3:13]. Procedure details: A solution of 5.0 g of ethyl 2-(4-fluorophenyl)-3-nitropropyl(diethoxymethyl)phosphinate in 50 ml of ethanol is added to 40 g of an 8% solution of ammonia in ethanol. To this are added 7 ml of Raney Nickel and the resulting mixture is hydrogenated at 1 bar until the theoretical amount of hydrogen has been taken up. The mixture is then filtered and the filtrate is concentrated under reduced pressure to give ethyl 3-amino-2-(4-fluorophenyl)propyl(diethoxymethyl)phosphinate as a viscous oil, 31 p=+... Starting materials: ClCCOC1=CC=C(C=C1)C(=O)C1=CC=C(C=C1)OC ((4-(2-chloroethoxy)phenyl)(4-methoxyphenyl)methanone), B(Br)(Br)Br (BBr3). Run in C(Cl)Cl (CH2Cl2). Conditions: time 4 hour. The product is ClCCOC1=CC=C(C=C1)C(=O)C1=CC=C(C=C1)O ((4-(2-chloroethoxy)phenyl)(4-hydroxyphenyl)methanone). The yield is 84.1%. Reaction SMILES: [Cl:1][CH2:2][CH2:3][O:4][C:5]1[CH:10]=[CH:9][C:8]([C:11]([C:13]2[CH:18]=[CH:17][C:16]([O:19]C)=[CH:15][CH:14]=2)=[O:12])=[CH:7][CH:6]=1.B(Br)(Br)Br>C(Cl)Cl>[Cl:1][CH2:2][CH2:3][O:4][C:5]1[CH:6]=[CH:7][C:8]([C:11]([C:13]2[CH:18]=[CH:17][C:16]([OH:19])=[CH:15][CH:14]=2)=[O:12])=[CH:9][CH:10]=1. Reported procedure: To a stirred solution of (4-(2-chloroethoxy)phenyl)(4-methoxyphenyl)methanone (20 g, 1.0 eq) in 150 mL CH2Cl2 was added BBr3 (52 g, 3.0 eq) dropwise at 0° C. The reaction was stirred for 4 h at rt, then quenched with 500 mL ice water. The suspension was filtered and washed with water to give the product (16 g, 85%). 1H NMR (400 MHz, DMSO-d6) δ 10.36 (s, 1H), 7.69 (dd, J=6.8 Hz, 2.0 Hz, 2H), 7.64 (dd, J=6.8 Hz, 2.0 Hz, 2H), 7.11 (dd, J=7.2 Hz, 2.0 Hz, 2H), 6.90 (dd, J=6.8 Hz, 2.0 Hz, 2H), 4.38 (t... Reactants: CCOC(C)=O, Cc1cc([N+](=O)[O-])c(C)c(C)c1O, CC(C)=O, COS(=O)(=O)OC, [K+], [K+], O=C([O-])[O-], O. Yields the product COc1c(C)cc([N+](=O)[O-])c(C)c1C. RXN SMILES: [CH2:31]([O:32][C:33](=[O:34])[CH3:35])[CH3:36].[CH3:1][c:2]1[c:3]([OH:13])[c:4]([CH3:12])[cH:5][c:6]([N+:9](=[O:10])[O-:11])[c:7]1[CH3:8].[CH3:20][C:21](=[O:22])[CH3:23].[CH3:24][O:25][S:26]([O:27][CH3:28])(=[O:29])=[O:30].[K+:14].[K+:15].[O-:16][C:17]([O-:18])=[O:19].[OH2:37]>>[CH3:1][c:2]1[c:3]([O:13][CH3:17])[c:4]([CH3:12])[cH:5][c:6]([N+:9](=[O:10])[O-:11])[c:7]1[CH3:8]. The reactants are NC=1C=CC=C2C=CC=NC12 (8-aminoquinoline), C(=O)(OCC1=CC=CC=C1)N[C@@H](CC(C)C)C(=O)O (N-CBZ-L-leucine), ON1N=NC2=C1C=CC=C2 (1-hydroxybenzotriazole), Cl.C(C)N=C=NCCCN(C)C (1-ethyl-3-(3-dimethylaminopropyl) carbodiimide hydrochloride), [Cl-].[Na+] (sodium chloride), C([O-])(O)=O.[Na+] (sodium bicarbonate). Yields the product NC1=NC2=CC=CC=C2C=C1.C(=O)(OCC1=CC=CC=C1)N[C@@H](CC(C)C)C(=O)O (CBZ-L-leucine aminoquinoline). Procedure details: A solution of 8-aminoquinoline (1 g, 6.9 mmol) and N-CBZ-L-leucine (2.2 g, 8.3 mmol) in dry methylene chloride (35 mL) was mixed with 1-hydroxybenzotriazole (1.1 g, 8.3 mmol) and 1-ethyl-3-(3-dimethylaminopropyl) carbodiimide hydrochloride (1.6 g, 8.3 mmol) . The reaction mixture was stirred overnight at room temperature and then worked up with saturated sodium chloride, saturated sodium bicarbonate, and water. The organic layer was dried with magnesium sulfate. Following solvent removal, produc... Reaction conditions: time 8 hour. Solvent: O (water), C(Cl)Cl (methylene chloride). Reaction SMILES: N[C:2]1[CH:3]=[CH:4][CH:5]=[C:6]2[C:11]=1[N:10]=[CH:9][CH:8]=[CH:7]2.[C:12]([NH:22][C@H:23]([C:28]([OH:30])=[O:29])[CH2:24][CH:25]([CH3:27])[CH3:26])([O:14][CH2:15][C:16]1[CH:21]=[CH:20][CH:19]=[CH:18][CH:17]=1)=[O:13].ON1C2C=CC=CC=2N=N1.Cl.C(N=C=NCCCN(C)C)C.[Cl-].[Na+].C(=O)(O)[O-].[Na+]>C(Cl)Cl.O>[NH2:22][C:9]1[CH:8]=[CH:7][C:6]2[C:11](=[CH:2][CH:3]=[CH:4][CH:5]=2)[N:10]=1.[C:12]([NH:22][C@H:23]([C:28]([OH:30])=[O:29])[CH2:24][CH:25]([CH3:27])[CH3:26])([O:14][CH2:15][C:16]1[CH:21]=[CH:20][CH:19]=[CH:18][CH:17]=1)=[O:13] |f:3.4,5.6,7.8,11.12|. Starting materials: NC=1C=CC(=C(C1)C=1OC2=C(N1)C=C(C=C2)C2=CC=CC=C2)NCCCCC (2-(5-amino-2-pentylaminophenyl)-5-phenylbenzoxazole), C1=CC2=C(C=C1C(=O)O)C(=O)OC2=O (1,2,4-benzenetricarboxylic anhydride). The product is C(CCCC)NC1=C(C=C(C=C1)N1C(C2=CC=C(C=C2C1=O)C(=O)O)=O)C=1OC2=C(N1)C=C(C=C2)C2=CC=CC=C2 (2-[4-Pentylamino-3-(5-phenylbenzoxazol-2-yl)phenyl]-1,3-dioxo-2,3-dihydro-1H-isoindole-5-carboxylic acid). RXN SMILES: [NH2:1][C:2]1[CH:3]=[CH:4][C:5]([NH:23][CH2:24][CH2:25][CH2:26][CH2:27][CH3:28])=[C:6]([C:8]2[O:9][C:10]3[CH:16]=[CH:15][C:14]([C:17]4[CH:22]=[CH:21][CH:20]=[CH:19][CH:18]=4)=[CH:13][C:11]=3[N:12]=2)[CH:7]=1.[CH:29]1[C:34]([C:35]([OH:37])=[O:36])=[CH:33][C:32]2[C:38]([O:40][C:41](=O)[C:31]=2[CH:30]=1)=[O:39]>>[CH2:24]([NH:23][C:5]1[CH:4]=[CH:3][C:2]([N:1]2[C:38](=[O:39])[C:32]3[C:31](=[CH:30][CH:29]=[C:34]([C:35]([OH:37])=[O:36])[CH:33]=3)[C:41]2=[O:40])=[CH:7][C:6]=1[C:8]1[O:9][C:10]2[CH:16]=[CH:15][C:14]([C:17]3[CH:22]=[CH:21][CH:20]=[CH:19][CH:18]=3)=[CH:13][C:11]=2[N:12]=1)[CH2:25][CH2:26][CH2:27][CH3:28]. Procedure details: Prepared by the method of Example 1b), from 2-(5-amino-2-pentylaminophenyl)-5-phenylbenzoxazole (239 mg, 0.64 mmol) and 1,2,4-benzenetricarboxylic anhydride (123 mg, 0.64 mmol) the title compound was obtained (114 mg, 33%). 1H NMR (DMSO) δ 8.48(t, 1H), 8.43(dd, 1H), 8.30(s, 1H), 8.14(d, 1H), 8.07(m, 2H), 7.83(d, 1H), 7.74(m, 3H), 7.48(m, 3H), 7.39(t, 1H), 7.02(d, 1H), 3.50(m, 2H), 1.75(q, 2H), 1.43(m, 4H), 0.95(t, 3H). MS 546 m/z (M+H)+.